From a dataset of the Open Reaction Database (ORD), a public repository of structured organic reaction records. describe an organic reaction: reactants, conditions, products, and yield The reactants are [Br-].CC1(SC2=C(S1)C=CC(=C2)C(C)[P+](C2=CC=CC=C2)(C2=CC=CC=C2)C2=CC=CC=C2)C ([1-(2,2-dimethyl-1,3-benzodithiol-5-yl)ethyl]triphenylphosphonium bromide), C(OCC)(OC1=CC=C(C=C1)C=O)=O (ethyl 4-formylphenyl carbonate). Yields the product C(OCC)(OC1=CC=C(C=C1)\C=C(/C)\C1=CC2=C(SC(S2)(C)C)C=C1)=O (ethyl p-[(E)-2-(2,2-dimethyl-1,3-benzodithiol-5-yl)propenyl]phenyl carbonate). RXN SMILES: [Br-].[CH3:2][C:3]1([CH3:33])[S:7][C:6]2[CH:8]=[CH:9][C:10]([CH:12]([P+](C3C=CC=CC=3)(C3C=CC=CC=3)C3C=CC=CC=3)[CH3:13])=[CH:11][C:5]=2[S:4]1.[C:34](=[O:47])([O:38][C:39]1[CH:44]=[CH:43][C:42]([CH:45]=O)=[CH:41][CH:40]=1)[O:35][CH2:36][CH3:37]>>[C:34](=[O:47])([O:38][C:39]1[CH:44]=[CH:43][C:42](/[CH:45]=[C:12](/[C:10]2[CH:9]=[CH:8][C:6]3[S:7][C:3]([CH3:2])([CH3:33])[S:4][C:5]=3[CH:11]=2)\[CH3:13])=[CH:41][CH:40]=1)[O:35][CH2:36][CH3:37] |f:0.1|. Procedure details: In analogy to Example 45, by reacting [1-(2,2-dimethyl-1,3-benzodithiol-5-yl)ethyl]triphenylphosphonium bromide with ethyl 4-formylphenyl carbonate, there was obtained ethyl p-[(E)-2-(2,2-dimethyl-1,3-benzodithiol-5-yl)propenyl]phenyl carbonate, melting point 93°-94° C. Hydrolysis of this compound with aqueous potassium hydroxide in ethanol gave p-[(E)-2-(2,2-dimethyl-1,3-benzodithiol-5-yl)propenyl]phenol, melting point 123°-124° C. Starting materials: [H-].[Na+] (sodium hydride), CI (methyl iodide), ClC1=C(C=CC(=C1)OC)C=1N=C(SC1C)N(CCC)C=1C=C2C=CNC2=CC1 (4-(2-chloro-4-methoxyphenyl)-5-methyl-2-[N-(indol-5-yl)-N-propylamino]thiazole). Run in CN(C=O)C (dimethylformamide). Reaction conditions: time 5 hour. The product is ClC1=C(C=CC(=C1)OC)C=1N=C(SC1C)N(CCC)C=1C=C2C=CN(C2=CC1)C (4-(2-Chloro-4-methoxyphenyl)-5-methyl-2-[N-(1-methylindol-5-yl)-N-propylamino]thiazole). As a reaction SMILES: [H-].[Na+].[CH3:3]I.[Cl:5][C:6]1[CH:11]=[C:10]([O:12][CH3:13])[CH:9]=[CH:8][C:7]=1[C:14]1[N:15]=[C:16]([N:20]([C:24]2[CH:25]=[C:26]3[C:30](=[CH:31][CH:32]=2)[NH:29][CH:28]=[CH:27]3)[CH2:21][CH2:22][CH3:23])[S:17][C:18]=1[CH3:19]>CN(C)C=O>[Cl:5][C:6]1[CH:11]=[C:10]([O:12][CH3:13])[CH:9]=[CH:8][C:7]=1[C:14]1[N:15]=[C:16]([N:20]([C:24]2[CH:25]=[C:26]3[C:30](=[CH:31][CH:32]=2)[N:29]([CH3:3])[CH:28]=[CH:27]3)[CH2:21][CH2:22][CH3:23])[S:17][C:18]=1[CH3:19] |f:0.1|. Reported procedure: 0.045 g of 55% sodium hydride in oil and then 0.12 ml of methyl iodide are added, at 4° C., to 0.39 g of 4-(2-chloro-4-methoxyphenyl)-5-methyl-2-[N-(indol-5-yl)-N-propylamino]thiazole obtained above (EXAMPLE 7) in solution in 5 ml of dimethylformamide. After stirring for 5 hours at room temperature, the reaction mixture is poured into ice-cold water. The mixture is extracted with ethyl acetate and the organic phase is washed a number of times with water, dried over sodium sulphate and evaporated... Starting materials: O=C([O-])O, CC#CCOc1ccc(S(=O)(=O)NCC(C(=O)OC)(C(=O)OC)N2CCN(C(=O)OC(C)(C)C)CC2)cc1, ClCCl, [Na+], O=C(O)C(F)(F)F. Product: CC#CCOc1ccc(S(=O)(=O)NCC(C(=O)OC)(C(=O)OC)N2CCNCC2)cc1. RXN SMILES: [C:46](=[O:47])([O-:48])[OH:49].[C:8]([O:9][C:10](=[O:11])[N:15]1[CH2:16][CH2:17][N:18]([C:21]([C:22](=[O:23])[O:24][CH3:25])([C:26](=[O:27])[O:28][CH3:29])[CH2:30][NH:31][S:32](=[O:33])(=[O:34])[c:35]2[cH:36][cH:37][c:38]([O:41][CH2:42][C:43]#[C:44][CH3:45])[cH:39][cH:40]2)[CH2:19][CH2:20]1)([CH3:12])([CH3:13])[CH3:14].[Cl:51][CH2:52][Cl:53].[Na+:50].[OH:1][C:2]([C:3]([F:4])([F:5])[F:6])=[O:7]>>[NH:15]1[CH2:16][CH2:17][N:18]([C:21]([C:22](=[O:23])[O:24][CH3:25])([C:26](=[O:27])[O:28][CH3:29])[CH2:30][NH:31][S:32](=[O:33])(=[O:34])[c:35]2[cH:36][cH:37][c:38]([O:41][CH2:42][C:43]#[C:44][CH3:45])[cH:39][cH:40]2)[CH2:19][CH2:20]1. Starting materials: [H-].[Al+3].[Li+].[H-].[H-].[H-] (Lithium aluminum hydride), N (ammonia), C(CC)C1=CC=C(C=C1)[C@@H]1CC[C@H](CC1)C=O (trans-4-(4-propylphenyl)-cyclohexanecarboxaldehyde), C(C)(=O)OCC (ethyl acetate). Run in C1CCOC1 (THF). Reaction conditions: time 2 hour. Yields the product C(CC)C1=CC=C(C=C1)[C@@H]1CC[C@H](CC1)CO (trans-4-(4-propylphenyl)-hydroxymethylcyclohexane). Yield: 93.0%. As a reaction SMILES: [H-].[Al+3].[Li+].[H-].[H-].[H-].[CH2:7]([C:10]1[CH:15]=[CH:14][C:13]([C@H:16]2[CH2:21][CH2:20][C@H:19]([CH:22]=[O:23])[CH2:18][CH2:17]2)=[CH:12][CH:11]=1)[CH2:8][CH3:9].C(OCC)(=O)C.N>C1COCC1>[CH2:7]([C:10]1[CH:11]=[CH:12][C:13]([C@H:16]2[CH2:21][CH2:20][C@H:19]([CH2:22][OH:23])[CH2:18][CH2:17]2)=[CH:14][CH:15]=1)[CH2:8][CH3:9] |f:0.1.2.3.4.5|. Procedure details: Lithium aluminum hydride (2.4 g) was suspended in THF (200 ml). trans-4-(4-propylphenyl)-cyclohexanecarboxaldehyde (s17) (24.4 g) was added dropwise to the suspension in the temperature range of −20° C. to −10° C., and the mixture was stirred at the same temperature range for 2 hours. After the completion of reaction had been confirmed by means of GC analysis, ethyl acetate and a saturated aqueous solution of ammonia were added successively to the reaction mixture under ice-cooling, and the depo... Reactants: NC1=C(C=CC=C1)NC(C=CC1=CC=C(C=C1)CN(CCC1=CNC2=CC=CC=C12)CCO[Si](C)(C)C(C)(C)C)=O (N-(2-Amino-phenyl)-3-[4-({[2-(tert-butyl-dimethyl-silanyloxy)-ethyl]-[2-(1H-indol-3-yl)-ethyl]-amino}-methyl)-phenyl]-acrylamide), CCCC[N+](CCCC)(CCCC)CCCC.[F-] (TBAF), CO (MeOH). The solvent is C1CCOC1 (THF). Reaction conditions: time 22 hour. Yields the product NC1=C(C=CC=C1)NC(C=CC1=CC=C(C=C1)CN(CCC1=CNC2=CC=CC=C12)CCO)=O (N-(2-Amino-phenyl)-3-[4-({(2-hydroxy-ethyl)-[2-(1H-indol-3-yl)-ethyl]-amino}-methyl)-phenyl]-acrylamide). Isolated yield 80.2%. RXN SMILES: [NH2:1][C:2]1[CH:7]=[CH:6][CH:5]=[CH:4][C:3]=1[NH:8][C:9](=[O:41])[CH:10]=[CH:11][C:12]1[CH:17]=[CH:16][C:15]([CH2:18][N:19]([CH2:31][CH2:32][O:33][Si](C(C)(C)C)(C)C)[CH2:20][CH2:21][C:22]2[C:30]3[C:25](=[CH:26][CH:27]=[CH:28][CH:29]=3)[NH:24][CH:23]=2)=[CH:14][CH:13]=1.CCCC[N+](CCCC)(CCCC)CCCC.[F-].CO>C1COCC1>[NH2:1][C:2]1[CH:7]=[CH:6][CH:5]=[CH:4][C:3]=1[NH:8][C:9](=[O:41])[CH:10]=[CH:11][C:12]1[CH:13]=[CH:14][C:15]([CH2:18][N:19]([CH2:31][CH2:32][OH:33])[CH2:20][CH2:21][C:22]2[C:30]3[C:25](=[CH:26][CH:27]=[CH:28][CH:29]=3)[NH:24][CH:23]=2)=[CH:16][CH:17]=1 |f:1.2|. Reported procedure: To a stirred solution at −20° C. of 5 (1.49 g, 2.62 mmol) in anhydrous THF (30 mL) under nitrogen was slowly added a solution of TBAF (2.88 mL, 2.88 mmol, 1.0M in THF). The reaction mixture was allowed to warm-up to the room temperature over 1 h and was stirred for additional 22 hours. MeOH was added and the reaction mixture was concentrated, diluted with AcOEt, and successively washed with saturated aqueous solution of NaHCO3, H2O, a saturated aqueous solution of NH4Cl and brine, dried over MgS... The reactants are B(Br)(Br)Br (boron tribromide), C1(CC1)N1CNS(C2=C1C=CC(=C2)OC)(=O)=O (4-cyclopropyl-3,4-dihydro-7-methoxy-2H-1,2,4-benzothiadiazine 1,1-dioxide), O (water). Run in C(Cl)(Cl)Cl (chloroform). Run at time 20 hour. Product: C1(CC1)N1CNS(C2=C1C=CC(=C2)O)(=O)=O (4-cyclopropyl-3,4-dihydro-7-hydroxy-2H-1,2,4-benzothiadiazine 1,1-dioxide). As a reaction SMILES: [CH:1]1([N:4]2[C:9]3[CH:10]=[CH:11][C:12]([O:14]C)=[CH:13][C:8]=3[S:7](=[O:17])(=[O:16])[NH:6][CH2:5]2)[CH2:3][CH2:2]1.B(Br)(Br)Br.O>C(Cl)(Cl)Cl>[CH:1]1([N:4]2[C:9]3[CH:10]=[CH:11][C:12]([OH:14])=[CH:13][C:8]=3[S:7](=[O:16])(=[O:17])[NH:6][CH2:5]2)[CH2:3][CH2:2]1. Procedure: A solution of the compound of Example 84 (50 mg) in chloroform (3 mL) is cooled on an ice bath and then boron tribromide (0.15 mL) is added. After stirring for 20 hours, water (5 mL) is added to the mixture, which is then concentrated under reduced pressure and subsequently extracted with ethyl acetate (3×20 mL). The organic phases are collected and dried over anhydrous MgSO4. After filtration, the filtrate is evaporated to dryness and the residue is dissolved in ethyl acetate (1 mL); hexane (5 ... Reactants: ClC1=CC2=C(C=N1)C(=NN2C(C2=CC=CC=C2)(C2=CC=CC=C2)C2=CC=CC=C2)C2CC2 (6-chloro-3-cyclopropyl-1-trityl-1H-pyrazolo[4,3-c]pyridine), FC1=CC=C(CNC(=O)N)C=C1 (1-(4-fluorobenzyl)urea), CC1(C2=C(C(=CC=C2)P(C3=CC=CC=C3)C4=CC=CC=C4)OC5=C(C=CC=C51)P(C6=CC=CC=C6)C7=CC=CC=C7)C (Xantphos), C([O-])([O-])=O.[Cs+].[Cs+] (cesium carbonate). Reagents/catalysts: C(C)(=O)[O-].[Pd+2].C(C)(=O)[O-] (palladium(II) acetate). The solvent is O1CCOCC1 (dioxane). Run at temperature 80 celsius. The product is C1(CC1)C1=NN(C2=C1C=NC(=C2)NC(=O)NCC2=CC=C(C=C2)F)C(C2=CC=CC=C2)(C2=CC=CC=C2)C2=CC=CC=C2 (1-(3-cyclopropyl-1-trityl-1H-pyrazolo[4,3-c]pyridin-6-yl)-3-(4-fluorobenzyl)urea). Yield: 89.4%. As a reaction SMILES: Cl[C:2]1[N:7]=[CH:6][C:5]2[C:8]([CH:30]3[CH2:32][CH2:31]3)=[N:9][N:10]([C:11]([C:24]3[CH:29]=[CH:28][CH:27]=[CH:26][CH:25]=3)([C:18]3[CH:23]=[CH:22][CH:21]=[CH:20][CH:19]=3)[C:12]3[CH:17]=[CH:16][CH:15]=[CH:14][CH:13]=3)[C:4]=2[CH:3]=1.[F:33][C:34]1[CH:44]=[CH:43][C:37]([CH2:38][NH:39][C:40]([NH2:42])=[O:41])=[CH:36][CH:35]=1.CC1(C)C2C(=C(P(C3C=CC=CC=3)C3C=CC=CC=3)C=CC=2)OC2C(P(C3C=CC=CC=3)C3C=CC=CC=3)=CC=CC1=2.C(=O)([O-])[O-].[Cs+].[Cs+]>O1CCOCC1.C([O-])(=O)C.[Pd+2].C([O-])(=O)C>[CH:30]1([C:8]2[C:5]3[CH:6]=[N:7][C:2]([NH:42][C:40]([NH:39][CH2:38][C:37]4[CH:43]=[CH:44][C:34]([F:33])=[CH:35][CH:36]=4)=[O:41])=[CH:3][C:4]=3[N:10]([C:11]([C:12]3[CH:13]=[CH:14][CH:15]=[CH:16][CH:17]=3)([C:24]3[CH:25]=[CH:26][CH:27]=[CH:28][CH:29]=3)[C:18]3[CH:19]=[CH:20][CH:21]=[CH:22][CH:23]=3)[N:9]=2)[CH2:31][CH2:32]1 |f:3.4.5,7.8.9|. Procedure: A mixture of 6-chloro-3-cyclopropyl-1-trityl-1H-pyrazolo[4,3-c]pyridine (60 mg, 0.138 mmol), 1-(4-fluorobenzyl)urea (69 mg, 0.413 mmol), palladium(II) acetate (6 mg, 0.028 mmol), Xantphos (4,5-bis(diphenylphosphino)-9,9-dimethyxanthene, 24 mg, 0.041 mmol), and cesium carbonate (112 mg, 0.028 mmol) in dioxane (1 mL) was degassed and refilled with nitrogen (3 times) and then heated at 80° C. overnight. The mixture was diluted with dichloromethane (5 mL) and water (1 mL), and then was filtered thro... The reactants are ClC1=CC=C(C=C1)CC(C(C)OS(=O)(=O)C)C1=CC(=CC=C1)C#N (4-(4-chlorophenyl)-3-(3-cyanophenyl)-2-methylsulfonyloxybutane), [N-]=[N+]=[N-].[Na+] (sodium azide). The solvent is C(C)(=O)OC(C)C (isopropyl acetate), CN(C=O)C (N,N-dimethylformamide). Conditions: temperature 70 celsius. Product: ClC1=CC=C(C=C1)CC(C(C)N=[N+]=[N-])C1=CC(=CC=C1)C#N (4-(4-Chlorophenyl)-3-(3-cyanophenyl)-2-azidobutane). RXN SMILES: [Cl:1][C:2]1[CH:7]=[CH:6][C:5]([CH2:8][CH:9]([C:17]2[CH:22]=[CH:21][CH:20]=[C:19]([C:23]#[N:24])[CH:18]=2)[CH:10](OS(C)(=O)=O)[CH3:11])=[CH:4][CH:3]=1.[N-:25]=[N+:26]=[N-:27].[Na+]>CN(C)C=O.C(OC(C)C)(=O)C>[Cl:1][C:2]1[CH:7]=[CH:6][C:5]([CH2:8][CH:9]([C:17]2[CH:22]=[CH:21][CH:20]=[C:19]([C:23]#[N:24])[CH:18]=2)[CH:10]([N:25]=[N+:26]=[N-:27])[CH3:11])=[CH:4][CH:3]=1 |f:1.2|. Procedure details: To a solution of 4-(4-chlorophenyl)-3-(3-cyanophenyl)-2-methylsulfonyloxybutane (1.1 kg, 2.9 mol) in N,N-dimethylformamide (4.1 L) was added sodium azide (378 g, 5.8 mol), and the reaction was heated at 70° C. for 7 h. After cooling to room temperature, the reaction mixture was diluted with isopropyl acetate (11 L) and was washed with sodium bicarbonate (50% saturated aqueous solution) and water (5.5 L). The organic layer was separated and treated with Darco KB (254 g) overnight. The mixture was... The reactants are NC1=C2C(NC(N(C2=CC=C1[N+](=O)[O-])C)=O)=O (5-amino-1-methyl-6-nitroquinazolin-2,4-dione). The reagents and catalysts are [Pd] (Pd/C). Run in CO (MeOH). The product is NC1=C2C(NC(N(C2=CC=C1N)C)=O)=O (5,6-diamino-1-methylquinazolin-2,4-dione). Yield: 103.5%. Reaction SMILES: [NH2:1][C:2]1[C:11]([N+:12]([O-])=O)=[CH:10][CH:9]=[C:8]2[C:3]=1[C:4](=[O:17])[NH:5][C:6](=[O:16])[N:7]2[CH3:15]>CO.[Pd]>[NH2:1][C:2]1[C:11]([NH2:12])=[CH:10][CH:9]=[C:8]2[C:3]=1[C:4](=[O:17])[NH:5][C:6](=[O:16])[N:7]2[CH3:15]. Reported procedure: A suspension of 5-amino-1-methyl-6-nitroquinazolin-2,4-dione (400 mg, 1.64 mmol) in MeOH (70 mL) was hydrogenated over 10% Pd/C (150 mg) in a Parr shaker at 50 psi until uptake ceased. The catalyst was removed by filtration and the filtrate concentrated to yield 5,6-diamino-1-methylquinazolin-2,4-dione (350 mg, 99% crude). Starting materials: [I-].CSC=1SC[C@H]2[N+]1CC=1C=CC=CC1C2 ((S)-3-methylthio-1,5,10,10a-tetrahydrothiazolo[3,4-b]isoquinolinium iodide), NC1=NNC=C1 (3-aminopyrazole). Yields the product N1N=C(C=C1)N=C1SC[C@H]2N1CC=1C=CC=CC1C2 ((S)-3-(pyrazol-3-ylimino)-1,5,10,10a-tetrahydrothiazolo[3,4-b]isoquinoline). Isolated yield 51.7%. As a reaction SMILES: [I-].CS[C:4]1[S:5][CH2:6][C@@H:7]2[CH2:16][C:15]3[CH:14]=[CH:13][CH:12]=[CH:11][C:10]=3[CH2:9][N+:8]=12.[NH2:17][C:18]1[CH:22]=[CH:21][NH:20][N:19]=1>>[NH:20]1[CH:21]=[CH:22][C:18]([N:17]=[C:4]2[N:8]3[CH2:9][C:10]4[CH:11]=[CH:12][CH:13]=[CH:14][C:15]=4[CH2:16][C@H:7]3[CH2:6][S:5]2)=[N:19]1 |f:0.1|. Procedure: By following the procedure of Example 2, but using (S)-3-methylthio-1,5,10,10a-tetrahydrothiazolo[3,4-b]isoquinolinium iodide (18.2 g) and 3-aminopyrazole (8.3 g) as the starting materials, (S)-3-(pyrazol-3-ylimino)-1,5,10,10a-tetrahydrothiazolo[3,4-b]isoquinoline (7.0 g) is obtained in the form of white crystals, m.p.=161° C.